Dataset: the Open Reaction Database (ORD), a public repository of structured organic reaction records. Task: describe an organic reaction: reactants, conditions, products, and yield Starting materials: CO, CC(OC1CCCCO1)C(O)(CCl)c1ccc(F)cc1F, O, Cc1ccc(S(=O)(=O)O)cc1. Yields the product CC(O)C(O)(CCl)c1ccc(F)cc1F. RXN SMILES: [CH3:34][OH:35].[Cl:1][CH2:2][C:3]([CH:4]([CH3:5])[O:6][CH:7]1[CH2:8][CH2:9][CH2:10][CH2:11][O:12]1)([OH:13])[c:14]1[c:15]([F:21])[cH:16][c:17]([F:20])[cH:18][cH:19]1.[OH2:22].[c:23]1([CH3:24])[cH:25][cH:26][c:27]([S:28]([OH:29])(=[O:30])=[O:31])[cH:32][cH:33]1>>[Cl:1][CH2:2][C:3]([CH:4]([CH3:5])[OH:6])([OH:13])[c:14]1[c:15]([F:21])[cH:16][c:17]([F:20])[cH:18][cH:19]1. Reactants: Cl (HCl), ice, C1(CCCCCC1)COC=1C=C(C=CC1)C(CCNC(OC(C)(C)C)=O)=O (tert-butyl 3-(3-(cycloheptylmethoxy)phenyl)-3-oxopropylcarbamate). Run in CCOC(=O)C (EtOAc), C(C)OCC (diethyl ether). Conditions: time 8 hour. Product: NCCC(=O)C1=CC(=CC=C1)OCC1CCCCCC1 (3-amino-1-(3-(cycloheptylmethoxy)phenyl)propan-1-one). As a reaction SMILES: Cl.[CH:2]1([CH2:9][O:10][C:11]2[CH:12]=[C:13]([C:17](=[O:28])[CH2:18][CH2:19][NH:20]C(=O)OC(C)(C)C)[CH:14]=[CH:15][CH:16]=2)[CH2:8][CH2:7][CH2:6][CH2:5][CH2:4][CH2:3]1>CCOC(C)=O.C(OCC)C>[NH2:20][CH2:19][CH2:18][C:17]([C:13]1[CH:14]=[CH:15][CH:16]=[C:11]([O:10][CH2:9][CH:2]2[CH2:8][CH2:7][CH2:6][CH2:5][CH2:4][CH2:3]2)[CH:12]=1)=[O:28]. Procedure details: HCl gas was bubbled for 1-2 min through an ice-cold solution of tert-butyl 3-(3-(cycloheptylmethoxy)phenyl)-3-oxopropylcarbamate (0.495 g, 1.318 mmol) in EtOAc (ca. 20 mL). The reaction mixture was warmed to room temperature. After stirring overnight, the mixture was diluted with diethyl ether (ca. 30 mL). The white solid was collected by filtration, washed with diethyl ether and hexanes and dried under vacuum for 4 h. Example 16 was isolated as a white solid. Yield (0.285 g, 69%): 1H NMR (400 M... The reactants are C(C)(=O)OCC (ethyl acetate), BrC1=NC=C(C=C1)Br (2,5-dibromo-pyridine), NCCC1=CC=C(C=C1)O (tyramine), Cl (HCl), 200C. Run in O (water). Yields the product BrC=1C=CC(=NC1)NCCC1=CC=C(C=C1)O (4-{2-[(5-bromopyridin-2-yl)amino]ethyl}phenol). Yield: 80.0%. RXN SMILES: Br[C:2]1[CH:7]=[CH:6][C:5]([Br:8])=[CH:4][N:3]=1.[NH2:9][CH2:10][CH2:11][C:12]1[CH:17]=[CH:16][C:15]([OH:18])=[CH:14][CH:13]=1.C(OCC)(=O)C.Cl>O>[Br:8][C:5]1[CH:6]=[CH:7][C:2]([NH:9][CH2:10][CH2:11][C:12]2[CH:17]=[CH:16][C:15]([OH:18])=[CH:14][CH:13]=2)=[N:3][CH:4]=1. Reported procedure: A mixture of 2,5-dibromo-pyridine (5 g; 21.10 mmol) and tyramine (5.79 g; 42.21 mmol) was heated at 200C for 1 hour. Upon cooling the residue was taken up into ethyl acetate, water and 1N HCl. The phases were separated and the organic phase was washed twice with 1N HCl. The combined aqueous phases were basified to pH-9 with 2N NaOH and extracted twice with ethyl acetate. The combined organic phases were washed with brine, dried over sodium sulfate and concentrated to afford 4-{2-[(5-bromopyridin... The reactants are C(C1=CC=CC=C1)N1CCN(CC1)CC(COCCCCCCCCCCCC)O (1-benzyl-4-(2-hydroxy-3-n-dodecyloxypropyl)-piperazine), OC(CN1CCNCC1)COCCCCCCCCCCCC (1-(2-hydroxy-3-n-dodecyloxypropyl)piperazine), FC1=CC=C(CCl)C=C1 (4-fluorobenzyl chloride). The reagents and catalysts are [Pd] (palladium on carbon). Product: FC1=CC=C(CN2CCN(CC2)CC(COCCCCCCCCCCCC)O)C=C1 (1-(4-fluorobenzyl)-4-(2-hydroxy-3-n-dodecyloxypropyl)-piperazine). RXN SMILES: [CH2:1]([N:8]1[CH2:13][CH2:12][N:11]([CH2:14][CH:15]([OH:30])[CH2:16][O:17][CH2:18][CH2:19][CH2:20][CH2:21][CH2:22][CH2:23][CH2:24][CH2:25][CH2:26][CH2:27][CH2:28][CH3:29])[CH2:10][CH2:9]1)[C:2]1[CH:7]=[CH:6][CH:5]=[CH:4][CH:3]=1.OC(COCCCCCCCCCCCC)CN1CCNCC1.[F:54]C1C=CC(CCl)=CC=1>[Pd]>[F:54][C:5]1[CH:6]=[CH:7][C:2]([CH2:1][N:8]2[CH2:9][CH2:10][N:11]([CH2:14][CH:15]([OH:30])[CH2:16][O:17][CH2:18][CH2:19][CH2:20][CH2:21][CH2:22][CH2:23][CH2:24][CH2:25][CH2:26][CH2:27][CH2:28][CH3:29])[CH2:12][CH2:13]2)=[CH:3][CH:4]=1. Procedure details: Following the procedures of Examples 4 and 5, 1-benzyl-4-(2-hydroxy-3-n-dodecyloxypropyl)-piperazine was converted to 1-(2-hydroxy-3-n-dodecyloxypropyl)piperazine by hydrogenolysis using a palladium on carbon catalyst. The hydrogenolysis product was reacted with 4-fluorobenzyl chloride to form 1-(4-fluorobenzyl)-4-(2-hydroxy-3-n-dodecyloxypropyl)-piperazine, mp 243°-245° C. Run in CO (methanol), CO (methanol), ClCCl (dichloromethane). Starting materials: chloromethyl, ClCC1=CC(N=C(N1)C(C)C)=O (6-(chloromethyl)-2-(1-methylethyl)-4(1H)pyrimidinone), P(OC)(OC)(=S)[S-].[NH4+] (ammonium dimethyl phosphorodithioate), ClCC(CC(=O)OCC)=O (ethyl 4-chloroacetoacetate), C(C(C)C)(=N)N (isobutyramidine). The product is P(OC)(OC)(=S)SCC1=CC(NC(=N1)C(C)C)=O (S-[(3,4-Dihydro-2-(1-methylethyl)-4-oxo-6-pyrimidinyl)methyl] O,O-dimethyl phosphorodithioate). Procedure details: The intermediate, 6-(chloromethyl)-2-(1-methylethyl)-4(1H)pyrimidinone, was prepared according to Swiss patent 524617 from ethyl 4-chloroacetoacetate and isobutyramidine. m.p. 123°-125°. The intermediate chloromethyl compound (25 g) was stirred with 50 ml methanol at room temperature. To this mixture was added, dropwise, a solution of 25 g ammonium dimethyl phosphorodithioate dissolved in 500 ml methanol. The mixture was then heated to reflux for 6 hours, then the solvent was evaporated under re... RXN SMILES: Cl[CH2:2][C:3]1[NH:8][C:7]([CH:9]([CH3:11])[CH3:10])=[N:6][C:5](=[O:12])[CH:4]=1.ClCC(=O)CC(OCC)=O.C(N)(=N)C(C)C.[P:29]([S-:35])(=[S:34])([O:32][CH3:33])[O:30][CH3:31].[NH4+]>CO.ClCCl>[P:29]([S:35][CH2:2][C:3]1[N:8]=[C:7]([CH:9]([CH3:11])[CH3:10])[NH:6][C:5](=[O:12])[CH:4]=1)(=[S:34])([O:32][CH3:33])[O:30][CH3:31] |f:3.4|. The reactants are Cl (hydrochloric acid), COC(=O)C=1C=C(C=C(C1)C(=O)OC)N=NC=1C=CC(=C(C1)CC(=O)O)O (5-(3,5-bis-(methoxycarbonyl)-phenylazo)-2-hydroxyphenylacetic acid), [OH-].[Na+] (sodium hydroxide), C(C)O (ethanol). Solvent: O (water), O (water). Product: C(=O)(O)C=1C=C(C=C(C1)C(=O)O)N=NC=1C=CC(=C(C1)CC(=O)O)O (5-(3,5-dicarboxy-phenylazo)-2-hydroxy-phenylacetic acid). RXN SMILES: C[O:2][C:3]([C:5]1[CH:6]=[C:7]([N:15]=[N:16][C:17]2[CH:18]=[CH:19][C:20]([OH:27])=[C:21]([CH2:23][C:24]([OH:26])=[O:25])[CH:22]=2)[CH:8]=[C:9]([C:11]([O:13]C)=[O:12])[CH:10]=1)=[O:4].[OH-].[Na+].C(O)C.Cl>O>[C:11]([C:9]1[CH:8]=[C:7]([N:15]=[N:16][C:17]2[CH:18]=[CH:19][C:20]([OH:27])=[C:21]([CH2:23][C:24]([OH:26])=[O:25])[CH:22]=2)[CH:6]=[C:5]([C:3]([OH:4])=[O:2])[CH:10]=1)([OH:13])=[O:12] |f:1.2|. Reported procedure: 12 g of 5-(3,5-bis-(methoxycarbonyl)-phenylazo)-2-hydroxyphenylacetic acid, 350 ml of water and 7 g of sodium hydroxide were boiled for 1 hour. 50 ml of ethanol was added, and the solution was diluted with water to 500 ml. The hot solution was acidified with hydrochloric acid to pH 2 and cooled. The crystals were filtered off, washed with water and dried. The reactants are [BH4-], CC(C)O, O=C1CCC(c2ccc3[nH]c(=O)oc3c2)CC1, [Na+], NCCCc1ccccc1. The product is O=c1[nH]c2ccc(C3CCC(NCCCc4ccccc4)CC3)cc2o1. Reaction SMILES: [BH4-:28].[CH3:30][CH:31]([OH:32])[CH3:33].[CH:1]1([c:8]2[cH:9][c:10]3[c:11]([nH:12][c:13](=[O:15])[o:14]3)[cH:16][cH:17]2)[CH2:2][CH2:3][C:4](=[O:7])[CH2:5][CH2:6]1.[Na+:29].[c:18]1([CH2:24][CH2:25][CH2:26][NH2:27])[cH:19][cH:20][cH:21][cH:22][cH:23]1>>[CH:1]1([c:8]2[cH:9][c:10]3[c:11]([nH:12][c:13](=[O:15])[o:14]3)[cH:16][cH:17]2)[CH2:2][CH2:3][CH:4]([NH:27][CH2:26][CH2:25][CH2:24][c:18]2[cH:19][cH:20][cH:21][cH:22][cH:23]2)[CH2:5][CH2:6]1.